This data is from the Open Reaction Database (ORD), a public repository of structured organic reaction records. The task is: describe an organic reaction: reactants, conditions, products, and yield The reactants are CC(=O)OCC(=O)Cl, CCC1C=C(C)CC(C)CC(OC)C2OC(O)(C(=O)C(=O)N3CCCCC3C(=O)OC(C(C)=CC3CCC(N)C(OC)C3)C(C)C(O)CC1=O)C(C)CC2OC, ClCCl. Product: CCC1C=C(C)CC(C)CC(OC)C2OC(O)(C(=O)C(=O)N3CCCCC3C(=O)OC(C(C)=CC3CCC(NC(=O)COC(C)=O)C(OC)C3)C(C)C(O)CC1=O)C(C)CC2OC. RXN SMILES: [C:57]([CH3:58])(=[O:59])[O:60][CH2:61][C:62](=[O:63])[Cl:64].[CH2:1]([CH3:2])[CH:3]1[C:4](=[O:56])[CH2:5][CH:6]([OH:55])[CH:7]([CH3:54])[CH:8]([C:42](=[CH:43][CH:44]2[CH2:45][CH:46]([O:51][CH3:52])[CH:47]([NH2:50])[CH2:48][CH2:49]2)[CH3:53])[O:9][C:10](=[O:41])[CH:11]2[CH2:12][CH2:13][CH2:14][CH2:15][N:16]2[C:17](=[O:40])[C:18](=[O:39])[C:19]2([OH:38])[CH:20]([CH3:37])[CH2:21][CH:22]([O:35][CH3:36])[CH:23]([CH:24]([O:32][CH3:33])[CH2:25][CH:26]([CH3:31])[CH2:27][C:28]([CH3:30])=[CH:29]1)[O:34]2.[CH2:65]([Cl:66])[Cl:67]>>[CH2:1]([CH3:2])[CH:3]1[C:4](=[O:56])[CH2:5][CH:6]([OH:55])[CH:7]([CH3:54])[CH:8]([C:42](=[CH:43][CH:44]2[CH2:45][CH:46]([O:51][CH3:52])[CH:47]([NH:50][C:62]([CH2:61][O:60][C:57]([CH3:58])=[O:59])=[O:63])[CH2:48][CH2:49]2)[CH3:53])[O:9][C:10](=[O:41])[CH:11]2[CH2:12][CH2:13][CH2:14][CH2:15][N:16]2[C:17](=[O:40])[C:18](=[O:39])[C:19]2([OH:38])[CH:20]([CH3:37])[CH2:21][CH:22]([O:35][CH3:36])[CH:23]([CH:24]([O:32][CH3:33])[CH2:25][CH:26]([CH3:31])[CH2:27][C:28]([CH3:30])=[CH:29]1)[O:34]2. The reactants are [Cu](C#N)C#N (copper cyanide), C(C)#N (acetonitrile), ClC1=C(C(=O)Cl)C=CC=C1Cl (2,3-dichlorobenzoyl-chloride). The solvent is C1(=CC=CC=C1)C (toluene), C1(=CC=CC=C1)C (toluene). Yields the product ClC=1C(=C(C(=O)C#N)C=CC1)Cl (dichlorobenzoyl cyanide). Reaction SMILES: [Cu]([C:4]#[N:5])C#N.C(#N)C.[Cl:9][C:10]1[C:18]([Cl:19])=[CH:17][CH:16]=[CH:15][C:11]=1[C:12](Cl)=[O:13]>C1(C)C=CC=CC=1>[Cl:19][C:18]1[C:10]([Cl:9])=[C:11]([CH:15]=[CH:16][CH:17]=1)[C:12]([C:4]#[N:5])=[O:13]. Procedure: In a mixture of 128 gm. of copper cyanide, 120 ml. of acetonitrile and 200 ml. of toluene, the solution of 200 gm. of 2,3-dichlorobenzoylchloride (II) in 250 ml of toluene was added. The reaction mixture was refluxed for 16 hour. After filtration, the solvent was removed under reduced pressure to give 200 ml of oily 2,3-dichlorobenzoyl cyanide (III). The reactants are C(CCCCCCCCCCC)C=1C=C(SC1)C1=C(C(=C(C=2C1=NSN2)Br)Cl)Cl (4-(4-Dodecyl-thiophen-2-yl)-5,6-dichloro-7-bromo-benzo[1,2,5]thiadiazole), C(CCCCCCCCCCC)C=1C=C(SC1)[Sn](C)(C)C ((4-dodecyl-thiophen-2-yl)-trimethyl-stannane). The reagents and catalysts are Cl[Pd]([P](C1=CC=CC=C1)(C2=CC=CC=C2)C3=CC=CC=C3)([P](C4=CC=CC=C4)(C5=CC=CC=C5)C6=CC=CC=C6)Cl (Pd(PPh3)2Cl2). Run in ClC1=CC=CC=C1 (chlorobenzene). Conditions: temperature 120 celsius. The product is C(CCCCCCCCCCC)C=1C=C(SC1)C1=C(C(=C(C=2C1=NSN2)C=2SC=C(C2)CCCCCCCCCCCC)Cl)Cl (4,7-Bis-(4-dodecyl-thiophen-2-yl)-5,6-dichloro-benzo[1,2,5]thiadiazole). Yield: 93.0%. RXN SMILES: [CH2:1]([C:13]1[CH:14]=[C:15]([C:18]2[C:23]3=[N:24][S:25][N:26]=[C:22]3[C:21](Br)=[C:20]([Cl:28])[C:19]=2[Cl:29])[S:16][CH:17]=1)[CH2:2][CH2:3][CH2:4][CH2:5][CH2:6][CH2:7][CH2:8][CH2:9][CH2:10][CH2:11][CH3:12].[CH2:30]([C:42]1[CH:43]=[C:44]([Sn](C)(C)C)[S:45][CH:46]=1)[CH2:31][CH2:32][CH2:33][CH2:34][CH2:35][CH2:36][CH2:37][CH2:38][CH2:39][CH2:40][CH3:41]>Cl[Pd](Cl)([P](C1C=CC=CC=1)(C1C=CC=CC=1)C1C=CC=CC=1)[P](C1C=CC=CC=1)(C1C=CC=CC=1)C1C=CC=CC=1.ClC1C=CC=CC=1>[CH2:1]([C:13]1[CH:14]=[C:15]([C:18]2[C:23]3=[N:24][S:25][N:26]=[C:22]3[C:21]([C:44]3[S:45][CH:46]=[C:42]([CH2:30][CH2:31][CH2:32][CH2:33][CH2:34][CH2:35][CH2:36][CH2:37][CH2:38][CH2:39][CH2:40][CH3:41])[CH:43]=3)=[C:20]([Cl:28])[C:19]=2[Cl:29])[S:16][CH:17]=1)[CH2:2][CH2:3][CH2:4][CH2:5][CH2:6][CH2:7][CH2:8][CH2:9][CH2:10][CH2:11][CH3:12] |^1:53,72|. Procedure: 4-(4-Dodecyl-thiophen-2-yl)-5,6-dichloro-7-bromo-benzo[1,2,5]thiadiazole (0.530 g, 0.99 mmol), (4-dodecyl-thiophen-2-yl)-trimethyl-stannane (0.577 g, 1.39 mmol), and Pd(PPh3)2Cl2 (34.8 mg) were placed in a 100-mL Schlenk flask. The system was subjected to three quick vacuum-nitrogen cycles and 40 mL of anhydrous chlorobenzene was added. The mixture was heated at 120° C. for 17 hours. After the reaction was cooled down, the solvent was removed by rotary evaporation. The product was purified by si... The reactants are [OH-].C(CCC)[N+](CCCC)(CCCC)CCCC (tetrabutylammonium hydroxide), [OH-].[Na+] (sodium hydroxide), solution, C(C1=CC=CC=C1)(N)=NO (benzamide oxime), aqueous solution, S1C(=CC=C1)C(=O)Cl (2-thiophenecarbonyl chloride), [OH-].[Na+] (sodium hydroxide). The solvent is O (water), CC1OCCC1 (2-methyltetrahydrofuran). Reaction conditions: temperature 70 celsius. The product is C1(=CC=CC=C1)C1=NOC(=N1)C=1SC=CC1 (3-phenyl-5-(2-thienyl)-1,2,4-oxadiazole). Yield: 95.0%. As a reaction SMILES: [C:1](=[N:9][OH:10])([NH2:8])[C:2]1[CH:7]=[CH:6][CH:5]=[CH:4][CH:3]=1.[OH-].C([N+](CCCC)(CCCC)CCCC)CCC.[OH-].[Na+].[S:31]1[CH:35]=[CH:34][CH:33]=[C:32]1[C:36](Cl)=O>CC1CCCO1.O>[C:2]1([C:1]2[N:8]=[C:36]([C:32]3[S:31][CH:35]=[CH:34][CH:33]=3)[O:10][N:9]=2)[CH:7]=[CH:6][CH:5]=[CH:4][CH:3]=1 |f:1.2,3.4|. Procedure details: A 39.45% solution of benzamide oxime in 2-methyltetrahydrofuran (33.34 g) was charged to a 100 mL flask, followed by water (9.0 g), 40% aqueous solution of tetrabutylammonium hydroxide (1.02 g), and 51% sodium hydroxide (3.52 g, 0.045 moles). To this mixture was added 2-thiophenecarbonyl chloride (13.83 g, 0.0936 moles) and 51% sodium hydroxide (7.33 g, 0.0935 moles) simultaneously over a 30 minute period while heating to about 70° C. The reaction was complete in less than 80 minutes. The aqueou... Reactants: O=C([O-])O, CCN(C(C)C)C(C)C, ClCCl, Cl, O=C=Nc1cccnc1, CC(=O)N1CCCC(Oc2cc(N)cc(F)c2)C1, [Na+]. The product is CC(=O)N1CCCC(Oc2cc(F)cc(NC(=O)Nc3cccnc3)c2)C1. Reaction SMILES: [C:38](=[O:39])([OH:40])[O-:41].[CH:20]([N:21]([CH2:22][CH3:23])[CH:24]([CH3:25])[CH3:26])([CH3:27])[CH3:28].[Cl:43][CH2:44][Cl:45].[ClH:19].[N:29](=[C:30]=[O:31])[c:32]1[cH:33][n:34][cH:35][cH:36][cH:37]1.[NH2:1][c:2]1[cH:3][c:4]([O:5][CH:6]2[CH2:7][N:8]([C:12]([CH3:13])=[O:14])[CH2:9][CH2:10][CH2:11]2)[cH:15][c:16]([F:18])[cH:17]1.[Na+:42]>>[NH:1]([c:2]1[cH:3][c:4]([O:5][CH:6]2[CH2:7][N:8]([C:12]([CH3:13])=[O:14])[CH2:9][CH2:10][CH2:11]2)[cH:15][c:16]([F:18])[cH:17]1)[C:30]([NH:29][c:32]1[cH:33][n:34][cH:35][cH:36][cH:37]1)=[O:31]. Starting materials: BrC=1C=CC(=C(C#N)C1)N1C=NC(=C1)C (5-bromo-2-(4-methyl-imidazol-1-yl)-benzonitrile), ClC1=CC=C(C=C1)N1N=C(N=C1)N (1-(4-chloro-phenyl)-1H-[1,2,4]triazol-3-ylamine). Product: ClC1=CC=C(C=C1)N1N=C(N=C1)NC=1C=CC(=C(C#N)C1)N1C=NC(=C1)C (5-[1-(4-Chloro-phenyl)-1H-[1,2,4]triazol-3-ylamino]-2-(4-methyl-imidazol-1-yl)-benzonitrile), solid. Yield: 18.0%. RXN SMILES: Br[C:2]1[CH:3]=[CH:4][C:5]([N:10]2[CH:14]=[C:13]([CH3:15])[N:12]=[CH:11]2)=[C:6]([CH:9]=1)[C:7]#[N:8].[Cl:16][C:17]1[CH:22]=[CH:21][C:20]([N:23]2[CH:27]=[N:26][C:25]([NH2:28])=[N:24]2)=[CH:19][CH:18]=1>>[Cl:16][C:17]1[CH:18]=[CH:19][C:20]([N:23]2[CH:27]=[N:26][C:25]([NH:28][C:2]3[CH:3]=[CH:4][C:5]([N:10]4[CH:14]=[C:13]([CH3:15])[N:12]=[CH:11]4)=[C:6]([CH:9]=3)[C:7]#[N:8])=[N:24]2)=[CH:21][CH:22]=1. Procedure details: Prepared in analogy to example 1b) starting with 5-bromo-2-(4-methyl-imidazol-1-yl)-benzonitrile and 1-(4-chloro-phenyl)-1H-[1,2,4]triazol-3-ylamine. The title compound was obtained as a colorless solid (Yield=18%). MS ISP (m/e): 376.2 (100) & 378.2 (35) [(M+H)+]. Reactants: FC(OC1=CC=C(C=C1)C1=CN=C(O1)C(=O)OCC)(F)F (ethyl 5-(4-(trifluoromethoxy)phenyl)oxazole-2-carboxylate), O.NN (hydrazine hydrate). Solvent: CCO (EtOH). Conditions: time 16 hour. Yields the product FC(OC1=CC=C(C=C1)C1=CN=C(O1)C(=O)NN)(F)F (5-(4-(trifluoromethoxy)phenyl)oxazole-2-carbohydrazide). Yield: 75.0%. RXN SMILES: [F:1][C:2]([F:21])([F:20])[O:3][C:4]1[CH:9]=[CH:8][C:7]([C:10]2[O:14][C:13]([C:15](OCC)=[O:16])=[N:12][CH:11]=2)=[CH:6][CH:5]=1.O.[NH2:23][NH2:24]>CCO>[F:1][C:2]([F:21])([F:20])[O:3][C:4]1[CH:9]=[CH:8][C:7]([C:10]2[O:14][C:13]([C:15]([NH:23][NH2:24])=[O:16])=[N:12][CH:11]=2)=[CH:6][CH:5]=1 |f:1.2|. Procedure details: To a solution of ethyl 5-(4-(trifluoromethoxy)phenyl)oxazole-2-carboxylate (6.4 g, 21.2 mmol) in EtOH (30 mL), was added dropwise hydrazine hydrate (6 mL, 84% in H2O) while stifling at RT. The mixture was then stirred for further 16 h at RT and then concentrated under reduced pressure to half volume. Upon addition of H2O (30 mL) a yellow solid precipitated, which was filtered, washed with H2O (3×30 mL) and dried to afford the title compound as a light yellow solid (4.6 g, 75%). MS (ES+) C11H8F3N... The reactants are C=1(C(=CC=CC1)C=O)C1=CC=CC=C1 ([1,1′-Biphenyl]-2-carbaldehyde), [C@@H]1(CCCC2=CC=CC=C12)N ((1S)-1,2,3,4-tetrahydro-1-naphthalenylamine). The product is C1(=C(C=CC=C1)CN[C@H]1CCCC2=CC=CC=C12)C1=CC=CC=C1 (N-([1,1′-biphenyl]-2-ylmethyl)-N-[(1S)-1,2,3,4-tetrahydro-1-naphthalenyl]amine). As a reaction SMILES: [C:1]1([C:9]2[CH:14]=[CH:13][CH:12]=[CH:11][CH:10]=2)[C:2]([CH:7]=O)=[CH:3][CH:4]=[CH:5][CH:6]=1.[C@@H:15]1([NH2:25])[C:24]2[C:19](=[CH:20][CH:21]=[CH:22][CH:23]=2)[CH2:18][CH2:17][CH2:16]1>>[C:1]1([C:9]2[CH:14]=[CH:13][CH:12]=[CH:11][CH:10]=2)[CH:6]=[CH:5][CH:4]=[CH:3][C:2]=1[CH2:7][NH:25][C@@H:15]1[C:24]2[C:19](=[CH:20][CH:21]=[CH:22][CH:23]=2)[CH2:18][CH2:17][CH2:16]1. Procedure details: [1,1′-Biphenyl]-2-carbaldehyde and (1S)-1,2,3,4-tetrahydro-1-naphthalenylamine were processed as described in Example 1A to provide the title compound. Reactants: CC(=O)N(C)C(C)COc1cccc2ncnc(Nc3ccc(O)c(Cl)c3)c12, Cl, ClCc1ccccn1. Yields the product CC(=O)N(C)C(C)COc1cccc2ncnc(Nc3ccc(OCc4ccccn4)c(Cl)c3)c12. Reaction SMILES: [Cl:10][c:11]1[cH:12][c:13]([NH:18][c:19]2[n:20][cH:21][n:22][c:23]3[cH:24][cH:25][cH:26][c:27]([O:29][CH2:30][CH:31]([CH3:32])[N:33]([C:34]([CH3:35])=[O:36])[CH3:37])[c:28]23)[cH:14][cH:15][c:16]1[OH:17].[ClH:1].[c:2]1([CH2:8][Cl:9])[cH:3][cH:4][cH:5][cH:6][n:7]1>>[c:2]1([CH2:8][O:17][c:16]2[c:11]([Cl:10])[cH:12][c:13]([NH:18][c:19]3[n:20][cH:21][n:22][c:23]4[cH:24][cH:25][cH:26][c:27]([O:29][CH2:30][CH:31]([CH3:32])[N:33]([C:34]([CH3:35])=[O:36])[CH3:37])[c:28]34)[cH:14][cH:15]2)[cH:3][cH:4][cH:5][cH:6][n:7]1. The reactants are C1=CC=CC=2C(C3=C(CCC21)C=CC=C3)C(C(=O)O)C(=O)O (10,11-dihydro-5H-dibenzo[a,d]cycloheptene-5-malonic acid), C1=CC=CC=C1 (benzene). Run in CCCCCC (hexane). Conditions: time 30 minute. The product is C1=CC=CC=2C(C3=C(CCC21)C=CC=C3)CC(=O)O (10,11-dihydro-5H-dibenzo[a,d]cycloheptene-5-acetic acid). Reaction SMILES: [CH:1]1[C:11]2[CH2:10][CH2:9][C:8]3[CH:12]=[CH:13][CH:14]=[CH:15][C:7]=3[CH:6]([CH:16](C(O)=O)[C:17]([OH:19])=[O:18])[C:5]=2[CH:4]=[CH:3][CH:2]=1.C1C=CC=CC=1>CCCCCC>[CH:12]1[C:8]2[CH2:9][CH2:10][C:11]3[CH:1]=[CH:2][CH:3]=[CH:4][C:5]=3[CH:6]([CH2:16][C:17]([OH:19])=[O:18])[C:7]=2[CH:15]=[CH:14][CH:13]=1. Procedure details: 200 g of 10,11-dihydro-5H-dibenzo[a,d]cycloheptene-5-malonic acid are heated to 180° while stirring for 30 minutes. After cooling to 120°, the residue is treated with about 1 l of benzene and heated to boiling while stirring and under reflux until all crystallized-out material has again dissolved. Subsequently, the mixture is treated with 500 ml of hexane, cooled to about 10° while stirring and while cooling with ice, left to stand in the cold overnight and subsequently the crystal slurry obtain...